From a dataset of the Open Reaction Database (ORD), a public repository of structured organic reaction records. describe an organic reaction: reactants, conditions, products, and yield The reactants are C1CCCC2CC3CC4=CC=CC=C4C(C3C=C12)=O (octahydro-11-naphthacenone), [N+](=O)([O-])[O-].[NH4+].[Ce] (cerium ammonium nitrate), CH2Cl2. The reagents and catalysts are ClC1=C(C(C(=C(C1=O)C#N)C#N)=O)Cl (dichlorodicyanobenzoquinone). Run in CC(=O)C (acetone), CC(=O)C (acetone). Run at time 1.5 hour. The product is C1CCCC=2C(C3=CC4=CC=CC=C4C=C3C(C12)=O)=O (tetrahydro-5,12-naphthacenedione). The yield is 147.4%. Reaction SMILES: [CH2:1]1[C:18]2[CH:5]([CH2:6][CH:7]3[CH:16]([CH:17]=2)[C:15](=[O:19])[C:14]2[C:9](=[CH:10][CH:11]=[CH:12][CH:13]=2)[CH2:8]3)[CH2:4][CH2:3][CH2:2]1.[N+]([O-])([O-])=[O:21].[NH4+].[Ce]>CC(C)=O.ClC1C(=O)C(C#N)=C(C#N)C(=O)C=1Cl>[CH2:13]1[C:14]2[C:15](=[O:19])[C:16]3[C:7](=[CH:6][C:5]4[C:18]([CH:17]=3)=[CH:1][CH:2]=[CH:3][CH:4]=4)[C:8](=[O:21])[C:9]=2[CH2:10][CH2:11][CH2:12]1 |f:1.2.3|. Procedure: A solution of 36 mg (0.075 mmol) of the octahydro-11-naphthacenone and 60 mg (0.675 mmol) of NaHCP3 in 10 mL of acetone was treated with a solution of 167 mg (3mmol) of cerium ammonium nitrate (CAN) and 1 mg of dichlorodicyanobenzoquinone (DDQ) in 2 mL of acetone added in one portion at 0 degrees centigrade. The reaction mixture was stirred at room temperature for 1.5 hours during which the color changed from shiny yellow to orange red, and then 25 mL of CH2Cl2 was added. The mixture was filtere... The reactants are C(CCC)C=1N=C2N(C(C1CC1=CC=C(C=C1)C1=C(C=CC=C1)C#N)=O)C(C(N2)=O)C (7-butyl-6-((2'-cyanobiphenyl-4-yl)methyl]-3-methylimidazo[1,2-a]pyrimidin-2,5-dione), [N-]=[N+]=[N-].[Na+] (sodium azide), C(CCC)[Sn](CCCC)(CCCC)Cl (tributylstannyl chloride). Solvent: C1(=CC=CC=C1)C (toluene), CN(C)C=O (DMF). Product: C(CCC)C=1N=C2N(C(C1CC1=CC=C(C=C1)C1=C(C=CC=C1)C1=NN=NN1)=O)C(C(N2)=O)C (7-Butyl-3-methyl-6-[[2'-(1H-tetrazol-5-yl)biphenyl-4-yl]methyl]imidazo[1,2-a]pyrimidin-2,5-dione). Isolated yield 45.0%. RXN SMILES: [CH2:1]([C:5]1[N:6]=[C:7]2[NH:29][C:28](=[O:30])[CH:27]([CH3:31])[N:8]2[C:9](=[O:26])[C:10]=1[CH2:11][C:12]1[CH:17]=[CH:16][C:15]([C:18]2[CH:23]=[CH:22][CH:21]=[CH:20][C:19]=2[C:24]#[N:25])=[CH:14][CH:13]=1)[CH2:2][CH2:3][CH3:4].[N-:32]=[N+:33]=[N-:34].[Na+].C([Sn](Cl)(CCCC)CCCC)CCC>C1(C)C=CC=CC=1.CN(C=O)C>[CH2:1]([C:5]1[N:6]=[C:7]2[NH:29][C:28](=[O:30])[CH:27]([CH3:31])[N:8]2[C:9](=[O:26])[C:10]=1[CH2:11][C:12]1[CH:13]=[CH:14][C:15]([C:18]2[CH:23]=[CH:22][CH:21]=[CH:20][C:19]=2[C:24]2[NH:34][N:33]=[N:32][N:25]=2)=[CH:16][CH:17]=1)[CH2:2][CH2:3][CH3:4] |f:1.2|. Procedure: A solution of 0.2 g of 7-butyl-6-((2'-cyanobiphenyl-4-yl)methyl]-3-methylimidazo[1,2-a]pyrimidin-2,5-dione in 4 ml of toluene and 1 ml of DMF is added with 38 mg of sodium azide and 0.17 ml of tributylstannyl chloride. After 72 h under reflux, the solvent is evaporated under reduced pressure and the residue is taken up in a NaOH diluted solution and extracted with toluene. The aqueous phase is acidified to pH 5 with AcOH, to separate a white solid which is filtered off and washed first with H2O,... Reactants: FC1=C(C=C(C=C1)S(=O)(=O)CCC)C#C[Si](C)(C)C ({[2-Fluoro-5-(propylsulfonyl)phenyl]ethynyl}trimethyl silane), BrC1=CC(=C(C(=O)N(CC)CC)C=C1)S(=O)(=O)C(C)C (4-bromo-N,N-diethyl-2-(isopropylsulfonyl)benzamide), BrC1=CC(=C(C(=O)N(CC)CC)C=C1)S(=O)(=O)C(C)C (4-bromo-N,N-diethyl-2-(isopropylsulfonyl)benzamide), C(C)(C)(C)OC(COC1=C(C=C(C=C1)Cl)C#C)=O (tert-butyl(4-chloro-2-ethynylphenoxy)acetate), C(C)(C)(C)OC(COC1=C(C=C(C=C1)Cl)C#C)=O (tert-butyl(4-chloro-2-ethynylphenoxy)acetate). The product is C(C)(C)(C)OC(COC1=C(C=C(C=C1)Cl)C#CC1=CC(=C(C=C1)C(=O)N(CC)CC)S(=O)(=O)C(C)C)=O (tert-butyl(4-chloro-2-{[4-[(diethylamino)carbonyl]-3-(isopropylsulfonyl)phenyl]ethynyl}phenoxy)acetate). RXN SMILES: FC1C=CC(S(CCC)(=O)=O)=CC=1C#C[Si](C)(C)C.[C:20]([O:24][C:25](=[O:37])[CH2:26][O:27][C:28]1[CH:33]=[CH:32][C:31]([Cl:34])=[CH:30][C:29]=1[C:35]#[CH:36])([CH3:23])([CH3:22])[CH3:21].Br[C:39]1[CH:51]=[CH:50][C:42]([C:43]([N:45]([CH2:48][CH3:49])[CH2:46][CH3:47])=[O:44])=[C:41]([S:52]([CH:55]([CH3:57])[CH3:56])(=[O:54])=[O:53])[CH:40]=1>>[C:20]([O:24][C:25](=[O:37])[CH2:26][O:27][C:28]1[CH:33]=[CH:32][C:31]([Cl:34])=[CH:30][C:29]=1[C:35]#[C:36][C:39]1[CH:51]=[CH:50][C:42]([C:43]([N:45]([CH2:48][CH3:49])[CH2:46][CH3:47])=[O:44])=[C:41]([S:52]([CH:55]([CH3:57])[CH3:56])(=[O:53])=[O:54])[CH:40]=1)([CH3:23])([CH3:22])[CH3:21]. Procedure: Following the general method as outlined in Intermediate 107, starting from (4-chloro-2-ethynyl-phenoxy)-acetic acid tert-butyl ester (Intermediate 3) and 4-bromo-N,N-diethyl-2-(isopropylsulfonyl)benzamide (Intermediate 257), the title compound was obtained as a brown sticky solid after purification by flash column chromatography (silica), eluting with cyclohexane containing increasing amounts of EtOAc.